This data is from the Open Reaction Database (ORD), a public repository of structured organic reaction records. The task is: describe an organic reaction: reactants, conditions, products, and yield The reactants are BrC1=CC(=C(C=C1)C)[N+](=O)[O-] (4-bromo-2-nitrotoluene), Cl.C(C)OC(CN)=O (glycine ethyl ester hydrochloride), C(O)([O-])=O.[Na+] (sodium hydrogencarbonate), C1=CC=CC=C1C(=O)OO (perbenzoic acid), BrN1C(CCC1=O)=O (N-bromosuccinimide). The solvent is C(C)(=O)OCC (ethyl acetate), C1=CC=CC=C1 (benzene), C(C)O (ethanol). Conditions: temperature 80 celsius, time 2 day. Product: BrC1=CC(=C(CNCC(=O)OCC)C=C1)[N+](=O)[O-] (ethyl (4-bromo-2-nitrobenzyl)aminoacetate). RXN SMILES: [Br:1][C:2]1[CH:7]=[CH:6][C:5]([CH3:8])=[C:4]([N+:9]([O-:11])=[O:10])[CH:3]=1.C1C(C(OO)=O)=CC=CC=1.BrN1C(=O)CCC1=O.Cl.[CH2:31]([O:33][C:34](=[O:37])[CH2:35][NH2:36])[CH3:32].C(=O)([O-])O.[Na+]>C1C=CC=CC=1.C(O)C.C(OCC)(=O)C>[Br:1][C:2]1[CH:7]=[CH:6][C:5]([CH2:8][NH:36][CH2:35][C:34]([O:33][CH2:31][CH3:32])=[O:37])=[C:4]([N+:9]([O-:11])=[O:10])[CH:3]=1 |f:3.4,5.6|. Procedure details: 19.8 g (91 mmol) of 4-bromo-2-nitrotoluene was dissolved in 150 ml of benzene. 50 mg of perbenzoic acid and 19.6 g (91 mmol) of N-bromosuccinimide were added to the obtained solution, and they were stirred at 80° C. for 2 days. After the treatment with ethyl acetate as the extracting solvent by an ordinary method, the obtained crude product was dissolved in 100 ml of ethanol. 12.9 g (91 mmol) of glycine ethyl ester hydrochloride and 15.3 g (182 mmol) of sodium hydrogencarbonate were added to the... Starting materials: CCN=C=NCCCN(C)C, COc1ccccc1C(C)C(=O)O, ClCCl, O, COc1ccccc1C1(O)CC(CO)CC2CNCC21, Oc1cccc2[nH]nnc12. Yields the product COc1ccccc1C(C)C(=O)N1CC2CC(CO)CC(O)(c3ccccc3OC)C2C1. RXN SMILES: [CH3:1][N:2]([CH3:3])[CH2:4][CH2:5][CH2:6][N:7]=[C:8]=[N:9][CH2:10][CH3:11].[CH3:32][O:33][c:34]1[c:35]([CH:40]([C:41](=[O:42])[OH:43])[CH3:44])[cH:36][cH:37][cH:38][cH:39]1.[Cl:56][CH2:57][Cl:58].[OH2:45].[OH:12][CH2:13][CH:14]1[CH2:15][C:16]([OH:23])([c:24]2[c:25]([O:30][CH3:31])[cH:26][cH:27][cH:28][cH:29]2)[CH:17]2[CH2:18][NH:19][CH2:20][CH:21]2[CH2:22]1.[OH:46][c:47]1[c:48]2[n:49][n:50][nH:51][c:52]2[cH:53][cH:54][cH:55]1>>[OH:12][CH2:13][CH:14]1[CH2:15][C:16]([OH:23])([c:24]2[c:25]([O:30][CH3:31])[cH:26][cH:27][cH:28][cH:29]2)[CH:17]2[CH2:18][N:19]([C:41]([CH:40]([c:35]3[c:34]([O:33][CH3:32])[cH:39][cH:38][cH:37][cH:36]3)[CH3:44])=[O:42])[CH2:20][CH:21]2[CH2:22]1.